Task: describe an organic reaction: reactants, conditions, products, and yield. Dataset: the Open Reaction Database (ORD), a public repository of structured organic reaction records Starting materials: CC(C)(C)[Si](Cl)(c1ccccc1)c1ccccc1, ClCCl, Oc1cc(F)cc(F)c1, c1c[nH]cn1. Yields the product CC(C)(C)[Si](Oc1cc(F)cc(F)c1)(c1ccccc1)c1ccccc1. Reaction SMILES: [C:10]([CH3:11])([CH3:12])([CH3:13])[Si:14]([Cl:15])([c:16]1[cH:17][cH:18][cH:19][cH:20][cH:21]1)[c:22]1[cH:23][cH:24][cH:25][cH:26][cH:27]1.[Cl:33][CH2:34][Cl:35].[F:1][c:2]1[cH:3][c:4]([OH:9])[cH:5][c:6]([F:8])[cH:7]1.[nH:28]1[cH:29][cH:30][n:31][cH:32]1>>[F:1][c:2]1[cH:3][c:4]([O:9][Si:14]([C:10]([CH3:11])([CH3:12])[CH3:13])([c:16]2[cH:17][cH:18][cH:19][cH:20][cH:21]2)[c:22]2[cH:23][cH:24][cH:25][cH:26][cH:27]2)[cH:5][c:6]([F:8])[cH:7]1. The reactants are COC(=O)C(Cc1ccc(-c2cn(C)c(=O)n(C)c2=O)c(C)c1)NC(=O)c1c(C)cccc1Cl, CCO, [Na+], [OH-]. Yields the product Cc1cc(CC(NC(=O)c2c(C)cccc2Cl)C(=O)O)ccc1-c1cn(C)c(=O)n(C)c1=O. RXN SMILES: [CH3:1][O:2][C:3]([CH:4]([NH:5][C:6](=[O:7])[c:8]1[c:9]([Cl:15])[cH:10][cH:11][cH:12][c:13]1[CH3:14])[CH2:16][c:17]1[cH:18][c:19]([CH3:33])[c:20](-[c:23]2[c:24](=[O:32])[n:25]([CH3:31])[c:26](=[O:30])[n:27]([CH3:29])[cH:28]2)[cH:21][cH:22]1)=[O:34].[CH3:37][CH2:38][OH:39].[Na+:36].[OH-:35]>>[O:2]=[C:3]([CH:4]([NH:5][C:6](=[O:7])[c:8]1[c:9]([Cl:15])[cH:10][cH:11][cH:12][c:13]1[CH3:14])[CH2:16][c:17]1[cH:18][c:19]([CH3:33])[c:20](-[c:23]2[c:24](=[O:32])[n:25]([CH3:31])[c:26](=[O:30])[n:27]([CH3:29])[cH:28]2)[cH:21][cH:22]1)[OH:34]. The reactants are C1CCOC1, CO, [Na+], COC(=O)C1CCOCC1, [OH-]. Yields the product O=C(O)C1CCOCC1. RXN SMILES: [CH2:15]1[O:16][CH2:17][CH2:18][CH2:19]1.[CH3:13][OH:14].[Na+:2].[O:3]1[CH2:4][CH2:5][CH:6]([C:9](=[O:10])[O:11][CH3:12])[CH2:7][CH2:8]1.[OH-:1]>>[O:3]1[CH2:4][CH2:5][CH:6]([C:9](=[O:10])[OH:11])[CH2:7][CH2:8]1. Reactants: COC(=O)C(=O)Nc1cnc(N2CCC(C(=O)OC)CC2)c(C)c1, CCO, NN, O. Product: COC(=O)C1CCN(c2ncc(NC(=O)C(=O)NN)cc2C)CC1. As a reaction SMILES: [CH3:1][O:2][C:3]([C:4](=[O:5])[NH:6][c:7]1[cH:8][c:9]([CH3:23])[c:10]([N:13]2[CH2:14][CH2:15][CH:16]([C:19](=[O:20])[O:21][CH3:22])[CH2:17][CH2:18]2)[n:11][cH:12]1)=[O:24].[CH3:28][CH2:29][OH:30].[NH2:26][NH2:27].[OH2:25]>>[C:3]([C:4](=[O:5])[NH:6][c:7]1[cH:8][c:9]([CH3:23])[c:10]([N:13]2[CH2:14][CH2:15][CH:16]([C:19](=[O:20])[O:21][CH3:22])[CH2:17][CH2:18]2)[n:11][cH:12]1)(=[O:24])[NH:26][NH2:27]. Starting materials: Fc1ccc(-n2ncc3cc(Br)ccc32)cc1, C=CCn1cc(C=O)c2ccccc21, C1CCOC1, [Li]CCCC. Yields the product C=CCn1cc(C(O)c2ccc3c(cnn3-c3ccc(F)cc3)c2)c2ccccc21. RXN SMILES: [Br:1][c:2]1[cH:3][c:4]2[cH:5][n:6][n:7](-[c:11]3[cH:12][cH:13][c:14]([F:17])[cH:15][cH:16]3)[c:8]2[cH:9][cH:10]1.[CH2:18]([CH:19]=[CH2:20])[n:21]1[cH:22][c:23]([CH:30]=[O:31])[c:24]2[cH:25][cH:26][cH:27][cH:28][c:29]12.[CH2:37]1[O:38][CH2:39][CH2:40][CH2:41]1.[CH3:32][CH2:33][CH2:34][CH2:35][Li:36]>>[c:2]1([CH:30]([c:23]2[cH:22][n:21]([CH2:18][CH:19]=[CH2:20])[c:29]3[c:24]2[cH:25][cH:26][cH:27][cH:28]3)[OH:31])[cH:3][c:4]2[cH:5][n:6][n:7](-[c:11]3[cH:12][cH:13][c:14]([F:17])[cH:15][cH:16]3)[c:8]2[cH:9][cH:10]1. The reactants are [Br-], CCCc1c(Cc2ccc(-c3ccccc3C#N)cc2)c(=O)n(C2CCC(OCC(=O)N(C)OC)CC2)c2ncnn12, C=C[Mg+], Cl, C1CCOC1. Yields the product C=CC(=O)COC1CCC(n2c(=O)c(Cc3ccc(-c4ccccc4C#N)cc3)c(CCC)n3ncnc23)CC1. As a reaction SMILES: [Br-:43].[C:1](#[N:2])[c:3]1[c:4](-[c:9]2[cH:10][cH:11][c:12]([CH2:15][c:16]3[c:17](=[O:42])[n:18]([CH:28]4[CH2:29][CH2:30][CH:31]([O:34][CH2:35][C:36](=[O:37])[N:38]([O:39][CH3:40])[CH3:41])[CH2:32][CH2:33]4)[c:19]4[n:20]([c:21]3[CH2:22][CH2:23][CH3:24])[n:25][cH:26][n:27]4)[cH:13][cH:14]2)[cH:5][cH:6][cH:7][cH:8]1.[CH:44](=[CH2:45])[Mg+:46].[ClH:47].[O:48]1[CH2:49][CH2:50][CH2:51][CH2:52]1>>[C:1](#[N:2])[c:3]1[c:4](-[c:9]2[cH:10][cH:11][c:12]([CH2:15][c:16]3[c:17](=[O:42])[n:18]([CH:28]4[CH2:29][CH2:30][CH:31]([O:34][CH2:35][C:36](=[O:37])[CH:44]=[CH2:45])[CH2:32][CH2:33]4)[c:19]4[n:20]([c:21]3[CH2:22][CH2:23][CH3:24])[n:25][cH:26][n:27]4)[cH:13][cH:14]2)[cH:5][cH:6][cH:7][cH:8]1. The reactants are C(C)OC(=O)C=1N(C2=CC=C(C=C2C1CNC)F)CC1=CC=CC2=CC=CC=C12 (5-Fluoro-3-methylaminomethyl-1-naphthalen-1-ylmethyl-1H-indole-2-carboxylic acid ethyl ester), C(C)(=O)Cl (acetyl chloride). Yields the product C(C)OC(=O)C=1N(C2=CC=C(C=C2C1CN(C)C(C)=O)F)CC1=CC=CC2=CC=CC=C12 (3-[(acetyl-methyl-amino)-methyl]-5-fluoro-1-naphthalen-1-ylmethyl-1H-indole-2-carboxylic acid ethyl ester). RXN SMILES: [CH2:1]([O:3][C:4]([C:6]1[N:7]([CH2:19][C:20]2[C:29]3[C:24](=[CH:25][CH:26]=[CH:27][CH:28]=3)[CH:23]=[CH:22][CH:21]=2)[C:8]2[C:13]([C:14]=1[CH2:15][NH:16][CH3:17])=[CH:12][C:11]([F:18])=[CH:10][CH:9]=2)=[O:5])[CH3:2].[C:30](Cl)(=[O:32])[CH3:31]>>[CH2:1]([O:3][C:4]([C:6]1[N:7]([CH2:19][C:20]2[C:29]3[C:24](=[CH:25][CH:26]=[CH:27][CH:28]=3)[CH:23]=[CH:22][CH:21]=2)[C:8]2[C:13]([C:14]=1[CH2:15][N:16]([C:30](=[O:32])[CH3:31])[CH3:17])=[CH:12][C:11]([F:18])=[CH:10][CH:9]=2)=[O:5])[CH3:2]. Procedure: 5-Fluoro-3-methylaminomethyl-1-naphthalen-1-ylmethyl-1H-indole-2-carboxylic acid ethyl ester (from Example 86.1.) was reacted with acetyl chloride as described in Example 77.1. to give 3-[(acetyl-methyl-amino)-methyl]-5-fluoro-1-naphthalen-1-ylmethyl-1H-indole-2-carboxylic acid ethyl ester which was hydrolyzed as described in the general procedure B (Exp. 2.2) to give the title compound as a pale yellow solid. MS: 403.5 ([M−H]−). Reactants: Cl.FC1=C(C=CC(=C1)F)N1N=C(CC1C1=CC=C(C=C1)N1CCNCC1)C(O)(C(F)(F)F)C(F)(F)F (1-(2,4-difluoro-phenyl)-5-[4-(piperazin-1-yl)-phenyl]-3-[di-(trifluoromethyl)-hydroxy-methyl]-4,5-dihydro-1H-pyrazole hydrochloride), CN(S(=O)(=O)Cl)C (dimethylsulfamoyl chloride). The product is FC1=C(C=CC(=C1)F)N1N=C(CC1C1=CC=C(C=C1)N1CCN(CC1)S(N(C)C)(=O)=O)C(O)(C(F)(F)F)C(F)(F)F (1-(2,4-difluoro-phenyl)-5-[4-(4-dimethylsulfamoyl-piperazin-1-yl)-phenyl]-3-[di-(trifluoromethyl)-hydroxy-methyl]-4,5-dihydro-1H-pyrazole). RXN SMILES: Cl.[F:2][C:3]1[CH:8]=[C:7]([F:9])[CH:6]=[CH:5][C:4]=1[N:10]1[CH:14]([C:15]2[CH:20]=[CH:19][C:18]([N:21]3[CH2:26][CH2:25][NH:24][CH2:23][CH2:22]3)=[CH:17][CH:16]=2)[CH2:13][C:12]([C:27]([C:33]([F:36])([F:35])[F:34])([C:29]([F:32])([F:31])[F:30])[OH:28])=[N:11]1.[CH3:37][N:38]([CH3:43])[S:39](Cl)(=[O:41])=[O:40]>>[F:2][C:3]1[CH:8]=[C:7]([F:9])[CH:6]=[CH:5][C:4]=1[N:10]1[CH:14]([C:15]2[CH:16]=[CH:17][C:18]([N:21]3[CH2:22][CH2:23][N:24]([S:39](=[O:41])(=[O:40])[N:38]([CH3:43])[CH3:37])[CH2:25][CH2:26]3)=[CH:19][CH:20]=2)[CH2:13][C:12]([C:27]([C:29]([F:30])([F:32])[F:31])([C:33]([F:34])([F:35])[F:36])[OH:28])=[N:11]1 |f:0.1|. Procedure details: The titled compound was prepared in accordance with the same procedures as in Example 406, except for using 1-(2,4-difluoro-phenyl)-5-[4-(piperazin-1-yl)-phenyl]-3-[di-(trifluoromethyl)-hydroxy-methyl]-4,5-dihydro-1H-pyrazole hydrochloride prepared in Example 405; and using dimethylsulfamoyl chloride instead of methanesulfonyl chloride. Product: O[C@H](CN1C([C@@H](NCC1)C)=O)CC(=O)N1C[C@H](C2(CC2)CC1)O ((S)-1-[(S)-2-Hydroxy-4-((S)-4-hydroxy-6-aza-spiro[2.5]oct-6-yl)-4-oxo-butyl]-3-methyl-piperazin-2-one). Starting materials: intermediate 12E, C(C1=CC=CC=C1)OC(=O)N1[C@H](C(N(CC1)C[C@H](CC(=O)N1C[C@H](C2(CC2)CC1)O)O)=O)C ((S)-4-[(S)-2-hydroxy-4-((S)-4-hydroxy-6-aza-spiro[2.5]oct-6-yl)-4-oxo-butyl]-2-methyl-3-oxo-piperazine-1-carboxylic acid benzyl ester), Cl (HCl). Reaction SMILES: C(OC([N:11]1[CH2:16][CH2:15][N:14]([CH2:17][C@@H:18]([OH:31])[CH2:19][C:20]([N:22]2[CH2:29][CH2:28][C:25]3([CH2:27][CH2:26]3)[C@H:24]([OH:30])[CH2:23]2)=[O:21])[C:13](=[O:32])[C@@H:12]1[CH3:33])=O)C1C=CC=CC=1.Cl>>[OH:31][C@@H:18]([CH2:19][C:20]([N:22]1[CH2:29][CH2:28][C:25]2([CH2:26][CH2:27]2)[C@H:24]([OH:30])[CH2:23]1)=[O:21])[CH2:17][N:14]1[CH2:15][CH2:16][NH:11][C@@H:12]([CH3:33])[C:13]1=[O:32]. Procedure details: In analogy to intermediate 12E, (S)-4-[(S)-2-hydroxy-4-((S)-4-hydroxy-6-aza-spiro[2.5]oct-6-yl)-4-oxo-butyl]-2-methyl-3-oxo-piperazine-1-carboxylic acid benzyl ester was hydrogenated without aqueous HCl to give the titled compound in 64% yield as off-white waxy solid. MS: 326.21 (MH+). Yield: 64.0%.